Dataset: the Open Reaction Database (ORD), a public repository of structured organic reaction records. Task: describe an organic reaction: reactants, conditions, products, and yield The reactants are ClC1=CC=C(C=C1)C1=NN(C(N1CC=O)=O)CC(=O)NC(CC)C1=CC(=CC=C1)C(F)(F)F (2-[3-(4-chlorophenyl)-4-(2-oxoethyl)-5-oxo-4,5-dihydro-1H-1,2,4-triazol-1-yl]-N-{-methyl-1-[3-(trifluoromethyl)phenyl]ethyl}-acetamide), C1CCOC1 (THF), C(C)[Mg]Br (ethylmagnesium bromide), ice. The reagents and catalysts are [Ti+4] (titanium(IV)). The solvent is C(C)OCC (diethyl ether), C(C)OCC (diethyl ether). Reaction conditions: time 10 minute. Product: ClC1=CC=C(C=C1)C1=NN(C(N1CC1(CC1)O)=O)CC(=O)NC(C)(C1=CC(=CC=C1)C(F)(F)F)C (2-{3-(4-chlorophenyl)-4-[(1-hydroxycyclopropyl)methyl]-5-oxo-4,5-dihydro-1H-1,2,4-triazol-1-yl}-N-{1-methyl-1-[3-(trifluoromethyl)phenyl]ethyl}-acetamide). RXN SMILES: [Cl:1][C:2]1[CH:7]=[CH:6][C:5]([C:8]2[N:12]([CH2:13][CH:14]=[O:15])[C:11](=[O:16])[N:10]([CH2:17][C:18]([NH:20][CH:21]([C:24]3[CH:29]=[CH:28][CH:27]=[C:26]([C:30]([F:33])([F:32])[F:31])[CH:25]=3)[CH2:22]C)=[O:19])[N:9]=2)=[CH:4][CH:3]=1.[CH2:34]1COC[CH2:35]1.[CH2:39]([Mg]Br)C>C(OCC)C.[Ti+4]>[Cl:1][C:2]1[CH:3]=[CH:4][C:5]([C:8]2[N:12]([CH2:13][C:14]3([OH:15])[CH2:35][CH2:34]3)[C:11](=[O:16])[N:10]([CH2:17][C:18]([NH:20][C:21]([CH3:39])([C:24]3[CH:29]=[CH:28][CH:27]=[C:26]([C:30]([F:32])([F:31])[F:33])[CH:25]=3)[CH3:22])=[O:19])[N:9]=2)=[CH:6][CH:7]=1. Procedure: 72 mg (0.14 mmol) of 2-[3-(4-chlorophenyl)-4-(2-oxoethyl)-5-oxo-4,5-dihydro-1H-1,2,4-triazol-1-yl]-N-{-methyl-1-[3-(trifluoromethyl)phenyl]ethyl}-acetamide from Example 401 together with 4 mg (0.014 mmol) of titanium(IV) isopropylate are dissolved in 0.45 ml of diethyl ether and 0.3 ml of THF and treated at RT within 1 hr with 108 μl (0.32 mmol) of ethylmagnesium bromide (3 M solution in diethyl ether), diluted with 0.4 ml diethyl ether. This is stirred for a further 10 mins at RT. For the worku...